Dataset: the Open Reaction Database (ORD), a public repository of structured organic reaction records. Task: describe an organic reaction: reactants, conditions, products, and yield Starting materials: C(CCC)C=1N=C(N(C(C1CC1=CC=C(C=C1)C=1C(=CC=CC1)C#N)=O)C1=CC=C(C=C1)O)C (4′-{[4-butyl-1-(4-hydroxyphenyl)-2-methyl-6-oxo-1,6-dihydropyrimidin-5-yl]methyl}biphenyl-2-carbonitrile), BrC(C(=O)OCC)(C)C (ethyl 2-bromo-2-methylpropanoate), C([O-])([O-])=O.[Cs+].[Cs+] (cesium carbonate). The solvent is CC(=O)N(C)C (dimethylacetamide), C(C)(=O)OCC (ethyl acetate). Product: C(CCC)C=1N=C(N(C(C1CC1=CC=C(C=C1)C1=C(C=CC=C1)C#N)=O)C1=CC=C(OC(C(=O)OCC)(C)C)C=C1)C (ethyl 2-{4-[4-butyl-5-[(2′-cyanobiphenyl-4-yl)methyl]-2-methyl-6-oxopyrimidin-1(6H)-yl]phenoxy}-2-methylpropanoate). The yield is 74.0%. As a reaction SMILES: [CH2:1]([C:5]1[N:6]=[C:7]([CH3:34])[N:8]([C:27]2[CH:32]=[CH:31][C:30]([OH:33])=[CH:29][CH:28]=2)[C:9](=[O:26])[C:10]=1[CH2:11][C:12]1[CH:17]=[CH:16][C:15]([C:18]2[C:19]([C:24]#[N:25])=[CH:20][CH:21]=[CH:22][CH:23]=2)=[CH:14][CH:13]=1)[CH2:2][CH2:3][CH3:4].Br[C:36]([CH3:43])([CH3:42])[C:37]([O:39][CH2:40][CH3:41])=[O:38].C(=O)([O-])[O-].[Cs+].[Cs+]>CC(N(C)C)=O.C(OCC)(=O)C>[CH2:1]([C:5]1[N:6]=[C:7]([CH3:34])[N:8]([C:27]2[CH:32]=[CH:31][C:30]([O:33][C:36]([CH3:43])([CH3:42])[C:37]([O:39][CH2:40][CH3:41])=[O:38])=[CH:29][CH:28]=2)[C:9](=[O:26])[C:10]=1[CH2:11][C:12]1[CH:13]=[CH:14][C:15]([C:18]2[CH:23]=[CH:22][CH:21]=[CH:20][C:19]=2[C:24]#[N:25])=[CH:16][CH:17]=1)[CH2:2][CH2:3][CH3:4] |f:2.3.4|. Procedure: A solution of 4′-{[4-butyl-1-(4-hydroxyphenyl)-2-methyl-6-oxo-1,6-dihydropyrimidin-5-yl]methyl}biphenyl-2-carbonitrile (2.3 g), ethyl 2-bromo-2-methylpropanoate (2.2 mL) and cesium carbonate (4.9 g) in dimethylacetamide (23 mL) was stirred at 100° C. for 2 days. The reaction mixture was diluted with ethyl acetate, washed with 5% aqueous potassium hydrogen sulfate solution and then with saturated brine, and dried over anhydrous magnesium sulfate. The solvent was evaporated under reduced pressure ...